Dataset: the Open Reaction Database (ORD), a public repository of structured organic reaction records. Task: describe an organic reaction: reactants, conditions, products, and yield The reactants are C1(CC1)NC(C1=CC(=C(C(=C1)F)C)C=1C=C2C(=CN(C(C2=CC1)=O)CC1CC1)C=O)=O (N-Cyclopropyl-3-(2-(cyclopropylmethyl)-4-formyl-1-oxo-1,2-dihydroisoquinolin-6-yl)-5-fluoro-4-methylbenzamide), C[C@H]1CN(CCN1)C(=O)OC(C)(C)C ((S)-3-methyl-piperazine-1-carboxylic acid, tert-butyl ester), Cl (HCl), N (ammonia), C(#N)[BH3-].[Na+] (sodium cyanoborohydride). Reagents/catalysts: CC([O-])C.[Ti+4].CC([O-])C.CC([O-])C.CC([O-])C (titanium(IV) isopropoxide). The solvent is CO (Methanol), CO (Methanol), C(C)(=O)OCC (ethyl acetate), O1CCOCC1 (1,4-dioxane). Reaction conditions: time 15 hour. The product is C1(CC1)NC(C1=CC(=C(C(=C1)F)C)C=1C=C2C(=CN(C(C2=CC1)=O)CC1CC1)CN1[C@H](CNCC1)C)=O ((S)—N-Cyclopropyl-3-(2-(cyclopropylmethyl)-4-((2-methylpiperazin-1-yl)methyl)-1-oxo-1,2-dihydroisoquinolin-6-yl)-5-fluoro-4-methylbenzamide). RXN SMILES: [CH:1]1([NH:4][C:5](=[O:31])[C:6]2[CH:11]=[C:10]([F:12])[C:9]([CH3:13])=[C:8]([C:14]3[CH:15]=[C:16]4[C:21](=[CH:22][CH:23]=3)[C:20](=[O:24])[N:19]([CH2:25][CH:26]3[CH2:28][CH2:27]3)[CH:18]=[C:17]4[CH:29]=O)[CH:7]=2)[CH2:3][CH2:2]1.[CH3:32][C@@H:33]1[NH:38][CH2:37][CH2:36][N:35](C(OC(C)(C)C)=O)[CH2:34]1.C([BH3-])#N.[Na+].Cl.N>O1CCOCC1.CC(C)[O-].[Ti+4].CC(C)[O-].CC(C)[O-].CC(C)[O-].C(OCC)(=O)C.CO>[CH:1]1([NH:4][C:5](=[O:31])[C:6]2[CH:11]=[C:10]([F:12])[C:9]([CH3:13])=[C:8]([C:14]3[CH:15]=[C:16]4[C:21](=[CH:22][CH:23]=3)[C:20](=[O:24])[N:19]([CH2:25][CH:26]3[CH2:28][CH2:27]3)[CH:18]=[C:17]4[CH2:29][N:38]3[CH2:37][CH2:36][NH:35][CH2:34][C@@H:33]3[CH3:32])[CH:7]=2)[CH2:3][CH2:2]1 |f:2.3,7.8.9.10.11|. Procedure details: The product of Example 75 step i) (200 mg), (S)-3-methyl-piperazine-1-carboxylic acid, tert-butyl ester (287 mg) and titanium(IV) isopropoxide (3 mL) were stirred at room temperature for 15 hours. Methanol (10 mL) was then added followed by sodium cyanoborohydride (90 mg) and the mixture stirred for 15 hours. Methanol (10 mL) was then added followed by 4M HCl in 1,4-dioxane (10 mL) and the mixture stirred overnight at room temperature. The mixture was then poured into aqueous dilute ammonia and ... The reactants are OC(C[C@@]1(CCN(C(O1)=O)[C@@H](C)C1=CC=C(C=C1)C=1C=CC(=NC1)C(=O)O)C1=CC=CC=C1)(C)C (5-(4-{(S)-1-[(S)-6-(2-hydroxy-2-methyl-propyl)-2-oxo-6-phenyl-[1,3]oxazinan-3-yl]-ethyl}-phenyl)-pyridine-2-carboxylic acid), CN (methylamine). The product is CNC(=O)C1=NC=C(C=C1)C1=CC=C(C=C1)[C@H](C)N1C(O[C@](CC1)(C1=CC=CC=C1)CC(C)(C)O)=O (5-(4-{(S)-1-[(S)-6-(2-Hydroxy-2-methyl-propyl)-2-oxo-6-phenyl-[1,3]oxazinan-3-yl]-ethyl}-phenyl)-pyridine-2-carboxylic acid methylamide). As a reaction SMILES: [OH:1][C:2]([CH3:35])([CH3:34])[CH2:3][C@@:4]1([C:28]2[CH:33]=[CH:32][CH:31]=[CH:30][CH:29]=2)[O:9][C:8](=[O:10])[N:7]([C@H:11]([C:13]2[CH:18]=[CH:17][C:16]([C:19]3[CH:20]=[CH:21][C:22]([C:25](O)=[O:26])=[N:23][CH:24]=3)=[CH:15][CH:14]=2)[CH3:12])[CH2:6][CH2:5]1.[CH3:36][NH2:37]>>[CH3:36][NH:37][C:25]([C:22]1[CH:21]=[CH:20][C:19]([C:16]2[CH:15]=[CH:14][C:13]([C@@H:11]([N:7]3[CH2:6][CH2:5][C@:4]([CH2:3][C:2]([OH:1])([CH3:34])[CH3:35])([C:28]4[CH:29]=[CH:30][CH:31]=[CH:32][CH:33]=4)[O:9][C:8]3=[O:10])[CH3:12])=[CH:18][CH:17]=2)=[CH:24][N:23]=1)=[O:26]. Reported procedure: The title compound was prepared from 5-(4-{(S)-1-[(S)-6-(2-hydroxy-2-methyl-propyl)-2-oxo-6-phenyl-[1,3]oxazinan-3-yl]-ethyl}-phenyl)-pyridine-2-carboxylic acid and methylamine following a procedure analogous to that described in Example 168. Mass spectrum (ESI+): m/z=488 [M+H]+.